From a dataset of the Open Reaction Database (ORD), a public repository of structured organic reaction records. describe an organic reaction: reactants, conditions, products, and yield The reactants are C1CCOC1, CCO, [H][H], CC=Cc1cc(C#N)ccc1C1CCc2cncn21. The product is CCCc1cc(C#N)ccc1C1CCc2cncn21. Reaction SMILES: [CH2:20]1[O:21][CH2:22][CH2:23][CH2:24]1.[CH3:27][CH2:28][OH:29].[H:25][H:26].[cH:1]1[c:2]2[n:3]([cH:4][n:5]1)[CH:6]([c:9]1[c:10]([CH:17]=[CH:18][CH3:19])[cH:11][c:12]([C:13]#[N:14])[cH:15][cH:16]1)[CH2:7][CH2:8]2>>[cH:1]1[c:2]2[n:3]([cH:4][n:5]1)[CH:6]([c:9]1[c:10]([CH2:17][CH2:18][CH3:19])[cH:11][c:12]([C:13]#[N:14])[cH:15][cH:16]1)[CH2:7][CH2:8]2. The reactants are COC1=CC(=CC=C1)NC1CCN(CC1)C(=O)OC(C)(C)C (4-(m-Anisidino)-1-(tert-butoxycarbonyl)piperidine), ClCC=1C=C(C=NC1)C1=CC(=C(C(=C1)OC)OC)OC (5-chloromethyl-3-(3,4,5-trimethoxyphenyl)pyridine). Yields the product C(C)(C)(C)OC(=O)N1CCC(CC1)N(CC=1C=C(C=NC1)C1=CC(=C(C(=C1)OC)OC)OC)C1=CC(=CC=C1)OC (1-(tert-Butoxycarbonyl)-4-[N-(3-methoxyphenyl)-N-[[3-(3,4,5-trimethoxyphenyl)pyridin-5-yl]methyl]amino]piperidine). As a reaction SMILES: [CH3:1][O:2][C:3]1[CH:8]=[CH:7][CH:6]=[C:5]([NH:9][CH:10]2[CH2:15][CH2:14][N:13]([C:16]([O:18][C:19]([CH3:22])([CH3:21])[CH3:20])=[O:17])[CH2:12][CH2:11]2)[CH:4]=1.Cl[CH2:24][C:25]1[CH:26]=[C:27]([C:31]2[CH:36]=[C:35]([O:37][CH3:38])[C:34]([O:39][CH3:40])=[C:33]([O:41][CH3:42])[CH:32]=2)[CH:28]=[N:29][CH:30]=1>>[C:19]([O:18][C:16]([N:13]1[CH2:14][CH2:15][CH:10]([N:9]([C:5]2[CH:6]=[CH:7][CH:8]=[C:3]([O:2][CH3:1])[CH:4]=2)[CH2:24][C:25]2[CH:26]=[C:27]([C:31]3[CH:36]=[C:35]([O:37][CH3:38])[C:34]([O:39][CH3:40])=[C:33]([O:41][CH3:42])[CH:32]=3)[CH:28]=[N:29][CH:30]=2)[CH2:11][CH2:12]1)=[O:17])([CH3:22])([CH3:21])[CH3:20]. Procedure: 4-(m-Anisidino)-1-(tert-butoxycarbonyl)piperidine (613 mg) and 5-chloromethyl-3-(3,4,5-trimethoxyphenyl)pyridine (588 mg) was treated in the same manner as described in Example 9 to give light yellow amorphous of the title compound.